Dataset: the Open Reaction Database (ORD), a public repository of structured organic reaction records. Task: describe an organic reaction: reactants, conditions, products, and yield Starting materials: [F-].[Na+] (sodium fluoride), [F-].[Na+] (sodium fluoride), C(OC)COC (dimethoxyethane), C(C)#N (acetonitrile), C(C1=CC=CC=C1)O (benzyl alcohol). Yields the product FC(=O)OCC1=CC=CC=C1 (Benzyl Fluoroformate). RXN SMILES: [F-:1].[Na+].C(#N)C.[CH2:6]([OH:13])[C:7]1[CH:12]=[CH:11][CH:10]=[CH:9][CH:8]=1.C(C[O:18][CH3:19])OC>>[F:1][C:19]([O:13][CH2:6][C:7]1[CH:12]=[CH:11][CH:10]=[CH:9][CH:8]=1)=[O:18] |f:0.1|. Procedure: The process is performed as in Example 1 with, in the first reactor, 168 g (4 mol) of sodium fluoride powder having the same characteristics as described in Example 1 and 320 ml of acetonitrile and, in the second reactor, 108 g (1 mol) of benzyl alcohol, 50.5 g (1.2 mol) of sodium fluoride of the same characteristics as above and 150 g of dimethoxyethane. The reactants are NN1C(=NC2=C(C1=O)C=CS2)CC (3-Amino-2-ethylthieno[2,3-d]pyrimidin-4(3H)-one), C12(CC3CC(CC(C1)C3)C2)CC(=O)Cl (1-adamantaneacetyl chloride). Product: C12(CC3CC(CC(C1)C3)C2)CC(=O)NN2C(=NC3=C(C2=O)C=CS3)CC (2-(1-adamantyl)-N-(2-ethyl-4-oxothieno[2,3-d]pyrimidin-3(4H)-yl)acetamide). Reaction SMILES: [NH2:1][N:2]1[C:7](=[O:8])[C:6]2[CH:9]=[CH:10][S:11][C:5]=2[N:4]=[C:3]1[CH2:12][CH3:13].[C:14]12([CH2:24][C:25](Cl)=[O:26])[CH2:23][CH:18]3[CH2:19][CH:20]([CH2:22][CH:16]([CH2:17]3)[CH2:15]1)[CH2:21]2>>[C:14]12([CH2:24][C:25]([NH:1][N:2]3[C:7](=[O:8])[C:6]4[CH:9]=[CH:10][S:11][C:5]=4[N:4]=[C:3]3[CH2:12][CH3:13])=[O:26])[CH2:21][CH:20]3[CH2:19][CH:18]([CH2:17][CH:16]([CH2:22]3)[CH2:15]1)[CH2:23]2. Procedure details: 3-Amino-2-ethylthieno[2,3-d]pyrimidin-4(3H)-one and 1-adamantaneacetyl chloride were reacted as described in Example 5 to provide the title compound. 1H NMR (300 MHz, DMSO-d6) δ ppm 1.20 (t, J=7.3 Hz, 3H), 1.59-1.74 (m, 12H), 1.93-1.98 (m, 3H), 2.08-2.18 (m, 2H), 2.56-2.80 (m, 2H), 7.39 (d, J=6.0 Hz, 1H), 7.59 (d, J=6.0 Hz, 1H), 10.83 (s, 1H) ppm; MS (DCI/NH3) m/z 372 (M+H)+; Elemental Analysis: Calculated for C20H25N3O2S: C, 63.74; H, 6.85; N, 11.15. Found: C, 63.77; H, 6.89; N, 11.13.